Task: describe an organic reaction: reactants, conditions, products, and yield. Dataset: the Open Reaction Database (ORD), a public repository of structured organic reaction records The reactants are OC(C(C(=O)OCC)N1C(C(C1Cl)(Cl)Cl)=O)CC (Ethyl 3-hydroxy-2-(3,3,4-trichloro-2-oxoazetidin-1-yl)-pentanoate), Ag2O. Reagents/catalysts: [B-](F)(F)(F)F.[Ag+] (AgBF4). Solvent: C(Cl)Cl (methylene chloride). Reaction conditions: time 0.5 hour. The product is ClC1(C2OC(C(N2C1=O)C(=O)OCC)CC)Cl (Ethyl 6,6-dichloro-3-ethyl-7-oxo-4-oxa-1-azabicyclo[3.2.0] heptane-2-carboxylate). As a reaction SMILES: [OH:1][CH:2]([CH2:17][CH3:18])[CH:3]([N:9]1[CH:12](Cl)[C:11]([Cl:15])([Cl:14])[C:10]1=[O:16])[C:4]([O:6][CH2:7][CH3:8])=[O:5]>C(Cl)Cl.[B-](F)(F)(F)F.[Ag+]>[Cl:14][C:11]1([Cl:15])[C:10](=[O:16])[N:9]2[CH:12]1[O:1][CH:2]([CH2:17][CH3:18])[CH:3]2[C:4]([O:6][CH2:7][CH3:8])=[O:5] |f:2.3|. Procedure details: All of the material produced in (g) was dissolved in methylene chloride (3 ml). To this solution was added AgBF4 (0.074 g) and Ag2O (0.44g). After stirring for 1/2 hour the suspension was filtered and the filtrate washed with NaHCO3 and water, dried and evaporated. Chromatography of the residue yielded the title compound (e17) (0.025 g), which was a mixture of the compound with the (2RS, 3SR, 5RS) stereochemistry and also the compound (2RS, 3SR, 5SR) stereochemistry in the ratio of 10:1. Starting materials: CCOC(=O)C(=Cc1ccc(OCCc2ccc(OS(C)(=O)=O)cc2)cc1)OCC, CCOC(C)=O. The product is CCOC(=O)C(Cc1ccc(OCCc2ccc(OS(C)(=O)=O)cc2)cc1)OCC. As a reaction SMILES: [CH2:1]([CH3:2])[O:3][C:4]([C:5](=[CH:6][c:7]1[cH:8][cH:9][c:10]([O:13][CH2:14][CH2:15][c:16]2[cH:17][cH:18][c:19]([O:22][S:23](=[O:24])(=[O:25])[CH3:26])[cH:20][cH:21]2)[cH:11][cH:12]1)[O:27][CH2:28][CH3:29])=[O:30].[CH3:31][CH2:32][O:33][C:34](=[O:35])[CH3:36]>>[CH2:1]([CH3:2])[O:3][C:4]([CH:5]([CH2:6][c:7]1[cH:8][cH:9][c:10]([O:13][CH2:14][CH2:15][c:16]2[cH:17][cH:18][c:19]([O:22][S:23](=[O:24])(=[O:25])[CH3:26])[cH:20][cH:21]2)[cH:11][cH:12]1)[O:27][CH2:28][CH3:29])=[O:30]. Yields the product CCC(=O)Nc1ccc(C=CC(=O)O)cc1. Reaction SMILES: [C:1]([CH2:2][CH3:3])(=[O:4])[NH:5][c:6]1[cH:7][cH:8][c:9]([CH:10]=[CH:11][C:12](=[O:13])[O:14][CH2:15][CH3:16])[cH:17][cH:18]1.[CH3:21][CH2:22][OH:23].[Na+:20].[OH-:19]>>[C:1]([CH2:2][CH3:3])(=[O:4])[NH:5][c:6]1[cH:7][cH:8][c:9]([CH:10]=[CH:11][C:12](=[O:13])[OH:14])[cH:17][cH:18]1. Starting materials: CCOC(=O)C=Cc1ccc(NC(=O)CC)cc1, CCO, [Na+], [OH-]. Starting materials: C(C)OC(=O)C=1N=CC=2NC3=CC(=CC=C3C2C1)[N+](=O)[O-] (7-nitro-β-carbolin-3-carboxylic acid ethyl ester), Cl (hydrochloric acid), [H][H] (hydrogen). Reagents/catalysts: [Pt](=O)=O (platinum dioxide). Run in C(C)O (ethanol). Yields the product Cl.Cl.C(C)OC(=O)C=1N=CC=2NC3=CC(=CC=C3C2C1)N (7-amino-β-carbolin-3-carboxylic acid ethyl ester dihydrochloride). As a reaction SMILES: [CH2:1]([O:3][C:4]([C:6]1[N:7]=[CH:8][C:9]2[NH:10][C:11]3[C:16]([C:17]=2[CH:18]=1)=[CH:15][CH:14]=[C:13]([N+:19]([O-])=O)[CH:12]=3)=[O:5])[CH3:2].[ClH:22].[H][H]>C(O)C.[Pt](=O)=O>[ClH:22].[ClH:22].[CH2:1]([O:3][C:4]([C:6]1[N:7]=[CH:8][C:9]2[NH:10][C:11]3[C:16]([C:17]=2[CH:18]=1)=[CH:15][CH:14]=[C:13]([NH2:19])[CH:12]=3)=[O:5])[CH3:2] |f:5.6.7|. Procedure details: 0.1 g of 7-nitro-β-carbolin-3-carboxylic acid ethyl ester is suspended in 30 ml of ethanol and, after the addition of 1 ml of 5N hydrochloric acid, is hydrogenated at normal pressure over 25 mg of platinum dioxide until the theoretical amount of hydrogen has been absorbed. The catalyst is filtered off and washed well with warm ethanol. The filtrate is treated with active carbon and concentrated until turbidity commences. After cooling, 95 mg of 7-amino-β-carbolin-3-carboxylic acid ethyl ester di... The reactants are CCOCC, CO, C[Si](C)(C)C=[N+]=[N-], CCCCCC, Nc1cc(C(=O)O)ccc1C(F)(F)F. Yields the product COC(=O)c1ccc(C(F)(F)F)c(N)c1. RXN SMILES: [CH3:15][CH2:16][O:17][CH2:18][CH3:19].[CH3:20][OH:21].[CH3:22][Si:23]([CH:24]=[N+:25]=[N-:26])([CH3:27])[CH3:28].[CH3:29][CH2:30][CH2:31][CH2:32][CH2:33][CH3:34].[NH2:1][c:2]1[cH:3][c:4]([C:5](=[O:6])[OH:7])[cH:8][cH:9][c:10]1[C:11]([F:12])([F:13])[F:14]>>[NH2:1][c:2]1[cH:3][c:4]([C:5]([O:6][CH3:15])=[O:7])[cH:8][cH:9][c:10]1[C:11]([F:12])([F:13])[F:14].